Dataset: the Open Reaction Database (ORD), a public repository of structured organic reaction records. Task: describe an organic reaction: reactants, conditions, products, and yield Starting materials: N(C(C)C)C(C)C (i-Pr2NH), [Li]CCCC (n-BuLi), [Si](C)(C)(C)Cl (TMS-Cl), CC1(OC2=CC=C(C=C2CC1)C(CC1=CC(=C(C(=C1)OC)OC)OC)=O)C (1-(2,2-dimethyl-chroman-6-yl)-2-(3,4,5-trimethoxy-phenyl)-ethanone). Solvent: C1CCOC1 (THF), C1CCOC1 (THF), C(C)OCC (diethyl ether). Reaction conditions: temperature -78 celsius, time 35 minute. The product is CC1(OC2=CC=C(C=C2CC1)C(=CC1=CC(=C(C(=C1)OC)OC)OC)O[Si](C)(C)C)C ([1-(2,2-dimethyl-chroman-6-yl)-2-(3,4,5-trimethoxy-phenyl)-vinyloxy]-trimethyl-silane). The yield is 74.0%. Reaction SMILES: N(C(C)C)C(C)C.[Li]CCCC.[Si:13](Cl)([CH3:16])([CH3:15])[CH3:14].[CH3:18][C:19]1([CH3:44])[CH2:28][CH2:27][C:26]2[C:21](=[CH:22][CH:23]=[C:24]([C:29](=[O:43])[CH2:30][C:31]3[CH:36]=[C:35]([O:37][CH3:38])[C:34]([O:39][CH3:40])=[C:33]([O:41][CH3:42])[CH:32]=3)[CH:25]=2)[O:20]1>C1COCC1.C(OCC)C>[CH3:18][C:19]1([CH3:44])[CH2:28][CH2:27][C:26]2[C:21](=[CH:22][CH:23]=[C:24]([C:29]([O:43][Si:13]([CH3:16])([CH3:15])[CH3:14])=[CH:30][C:31]3[CH:36]=[C:35]([O:37][CH3:38])[C:34]([O:39][CH3:40])=[C:33]([O:41][CH3:42])[CH:32]=3)[CH:25]=2)[O:20]1. Procedure: i-Pr2NH (0.556 mL, 4.04 mmol), distilled from CaH, was added to THF (7 mL) and cooled to −78° C. A solution of n-BuLi (2.59 M in THF, 1.56 mL, 4.04 mmol) was added dropwise. After completion of addition the reaction mixture stirred at −30° C. for 35 minutes and then cooled down again to −78° C. TMS-Cl (0.546 mL) and 1-(2,2-dimethyl-chroman-6-yl)-2-(3,4,5-trimethoxy-phenyl)-ethanone (1.20 g, 3.23 mmol) dissolved in THF (25 mL) were added dropwise to the stirring reaction mixture. After completion... The reactants are Cl.BrC1=C(C=CC=C1)SC1CCNCC1 (4-(2-bromo-phenylsulfanyl)-piperidine hydrochloride), C1(=CC=CC=C1)C1=CC(=NN1)C(=O)NCC(=O)O ([(5-phenyl-1H-pyrazole-3-carbonyl)-amino]-acetic acid), CCN(C(C)C)C(C)C (DIPEA), C=1C=CC2=C(C1)N=NN2O (HOBt), CCN=C=NCCCN(C)C.Cl (EDCI.HCl). Solvent: CN(C)C=O (DMF), O (water). Reaction conditions: time 8 hour. The product is BrC1=C(C=CC=C1)SC1CCN(CC1)C(CNC(=O)C1=NNC(=C1)C1=CC=CC=C1)=O (5-phenyl-1H-pyrazole-3-carboxylic acid {2-[4-(2-bromo-phenylsulfanyl)-piperidin-1-yl]-2-oxo-ethyl}-amide). Yield: 36.4%. As a reaction SMILES: [C:1]1([C:7]2[NH:11][N:10]=[C:9]([C:12]([NH:14][CH2:15][C:16]([OH:18])=O)=[O:13])[CH:8]=2)[CH:6]=[CH:5][CH:4]=[CH:3][CH:2]=1.CCN(C(C)C)C(C)C.C1C=CC2N(O)N=NC=2C=1.CCN=C=NCCCN(C)C.Cl.Cl.[Br:51][C:52]1[CH:57]=[CH:56][CH:55]=[CH:54][C:53]=1[S:58][CH:59]1[CH2:64][CH2:63][NH:62][CH2:61][CH2:60]1>CN(C=O)C.O>[Br:51][C:52]1[CH:57]=[CH:56][CH:55]=[CH:54][C:53]=1[S:58][CH:59]1[CH2:64][CH2:63][N:62]([C:16](=[O:18])[CH2:15][NH:14][C:12]([C:9]2[CH:8]=[C:7]([C:1]3[CH:2]=[CH:3][CH:4]=[CH:5][CH:6]=3)[NH:11][N:10]=2)=[O:13])[CH2:61][CH2:60]1 |f:3.4,5.6|. Procedure details: To a stirred solution of [(5-phenyl-1H-pyrazole-3-carbonyl)-amino]-acetic acid (0.15 g, 0.000533 mol) in DMF (3 mL) was added DIPEA (0.206 g, 0.00160 mol), HOBt (0.0864 g, 0.00064 mol) and EDCI.HCl (0.122 g, 0.00064 mol) at ambient temperature. After 2 minutes 4-(2-bromo-phenylsulfanyl)-piperidine hydrochloride (0.197 g, 0.00064 mol) was added and the resulting mixture was stirred overnight. The reaction mixture was then diluted with cold water. The resulting precipitate was isolated by filtrati... The reactants are O[C@@](CC(C(=O)O)=NO)(C(=O)O)CC1=CNC2=CC=CC=C12 ((4S)-4-hydroxy-4-(3-indolylmethyl)-2-hydroxyiminoglutaric acid), C([O-])([O-])=O.[Na+].[Na+] (sodium carbonate), C([O-])([O-])=O.[Na+].[Na+] (sodium carbonate), ammonium salt, OC(CC(C(=O)O)=NO)(C(=O)O)CC1=CNC2=CC=CC=C12 (4-hydroxy-4-(3-indolylmethyl)-2-hydroxyiminoglutaric acid), Cl (hydrochloric acid), of(R)-(+)-1-phenylethylamine. Solvent: C(C)(=O)OCC (ethyl acetate), O (water). Reaction conditions: temperature 25 celsius, time 1 hour. The product is C1(=CC=CC=C1)[C@@H](C)N ((R)-(+)-1-phenylethylamine). As a reaction SMILES: OC([CH2:13][C:14]1[C:22]2[C:17](=[CH:18][CH:19]=[CH:20][CH:21]=2)NC=1)(C(O)=O)CC(=NO)C(O)=O.Cl.C(=O)([O-])[O-].[Na+].[Na+].O[C@](CC1C2C(=CC=CC=2)NC=1)(C(O)=O)CC(=[N:37]O)C(O)=O>O.C(OCC)(=O)C>[C:22]1([C@H:14]([NH2:37])[CH3:13])[CH:17]=[CH:18][CH:19]=[CH:20][CH:21]=1 |f:2.3.4|. Procedure: After 44.7 g (0.131 mol) of the ammonium salt of 4-hydroxy-4-(3-indolylmethyl)-2-hydroxyiminoglutaric acid was dissolved in 500 ml of water at 25° C., the resulting aqueous solution was adjusted to pH 2 using 25.5 g of 36% hydrochloric acid. The acidic solution was extracted in 1300 ml of ethyl acetate, and the resulting ethyl acetate solution was rinsed with 200 ml of aqueous saturated sodium chloride solution. 500 ml of an aqueous sodium carbonate solution (13.9 g (0.131 mole) of sodium carbon... Reactants: CC(C)(C)c1cccc2c1CCC(O[SiH](c1ccccc1)c1ccccc1)C2=O, CCOC(=O)OCC, Cc1ccccc1, [H-], [Na+]. Yields the product CCOC(=O)C1(O[SiH](c2ccccc2)c2ccccc2)CCc2c(cccc2C(C)(C)C)C1=O. Reaction SMILES: [C:11]([CH3:12])([CH3:13])([CH3:14])[c:15]1[c:16]2[c:21]([cH:22][cH:23][cH:24]1)[C:20](=[O:25])[CH:19]([O:26][SiH:27]([c:28]1[cH:29][cH:30][cH:31][cH:32][cH:33]1)[c:34]1[cH:35][cH:36][cH:37][cH:38][cH:39]1)[CH2:18][CH2:17]2.[CH2:1]([O:2][C:4]([O:5][CH2:6][CH3:7])=[O:8])[CH3:3].[CH3:40][c:41]1[cH:42][cH:43][cH:44][cH:45][cH:46]1.[H-:9].[Na+:10]>>[C:4]([O:5][CH2:6][CH3:7])(=[O:8])[C:19]1([O:26][SiH:27]([c:28]2[cH:29][cH:30][cH:31][cH:32][cH:33]2)[c:34]2[cH:35][cH:36][cH:37][cH:38][cH:39]2)[CH2:18][CH2:17][c:16]2[c:15]([C:11]([CH3:12])([CH3:13])[CH3:14])[cH:24][cH:23][cH:22][c:21]2[C:20]1=[O:25]. Reactants: N(C(=O)C)C1=C(C=C(C=C1)[N+](=O)[O-])C (4-acetamino-3-methyl-nitrobenzene), [H][H] (hydrogen), 30g, 1g. Reagents/catalysts: [Ni] (Raney nickel). The solvent is CN(C=O)C (dimethylformamide). Product: N(C(=O)C)C1=C(C=C(N)C=C1)C (4-Acetamino-3-methylaniline). RXN SMILES: [NH:1]([C:5]1[CH:10]=[CH:9][C:8]([N+:11]([O-])=O)=[CH:7][C:6]=1[CH3:14])[C:2]([CH3:4])=[O:3].[H][H]>[Ni].CN(C)C=O>[NH:1]([C:5]1[CH:10]=[CH:9][C:8]([NH2:11])=[CH:7][C:6]=1[CH3:14])[C:2]([CH3:4])=[O:3]. Reported procedure: 19.4g (0.1 mole) of 4-acetamino-3-methyl-nitrobenzene, 30g of dimethylformamide and 1g of fresh-developed Raney nickel were fed in an autoclave, 50kg/cm2 of hydrogen was then fed thereto, and, after the reaction was carried out at 60° to 120° C while stirring, the reaction mixture was removed immediately, the Raney nickel was removed while hot, and thereafter the product was poured into 100ml of methanol to separate the 4-acetamino-3-methylaniline produced. The reactants are Clc1ccc(OCc2cc3ccccc3n2CCC2CCNCC2)cc1, Clc1ccc(OCc2cc3ccccc3n2CCCC2CCCN(C(c3ccccc3)(c3ccccc3)c3ccccc3)C2)cc1. Yields the product Clc1ccc(OCc2cc3ccccc3n2CCCC2CCCNC2)cc1. Reaction SMILES: [Cl:1][c:2]1[cH:3][cH:4][c:5]([O:6][CH2:7][c:8]2[n:9]([CH2:10][CH2:11][CH:12]3[CH2:13][CH2:14][NH:15][CH2:16][CH2:17]3)[c:18]3[c:19]([cH:20]2)[cH:21][cH:22][cH:23][cH:24]3)[cH:25][cH:26]1.[Cl:27][c:28]1[cH:29][cH:30][c:31]([O:32][CH2:33][c:34]2[n:35]([CH2:43][CH2:44][CH2:45][CH:46]3[CH2:47][N:48]([C:52]([c:53]4[cH:54][cH:55][cH:56][cH:57][cH:58]4)([c:59]4[cH:60][cH:61][cH:62][cH:63][cH:64]4)[c:65]4[cH:66][cH:67][cH:68][cH:69][cH:70]4)[CH2:49][CH2:50][CH2:51]3)[c:36]3[cH:37][cH:38][cH:39][cH:40][c:41]3[cH:42]2)[cH:71][cH:72]1>>[Cl:27][c:28]1[cH:29][cH:30][c:31]([O:32][CH2:33][c:34]2[n:35]([CH2:43][CH2:44][CH2:45][CH:46]3[CH2:47][NH:48][CH2:49][CH2:50][CH2:51]3)[c:36]3[cH:37][cH:38][cH:39][cH:40][c:41]3[cH:42]2)[cH:71][cH:72]1. Reactants: C1CCOC1, CC(C)[Mg+], O=C1C(=O)N(CCC2CC2)c2ccccc21, [Cl-], ClCCl, Oc1ccc2c(c1)OCO2. The product is O=C1N(CCC2CC2)c2ccccc2C1(O)c1cc2c(cc1O)OCO2. As a reaction SMILES: [CH2:32]1[O:33][CH2:34][CH2:35][CH2:36]1.[CH:12]([Mg+:13])([CH3:14])[CH3:15].[CH:16]1([CH2:19][CH2:20][N:21]2[C:22](=[O:31])[C:23](=[O:30])[c:24]3[cH:25][cH:26][cH:27][cH:28][c:29]32)[CH2:17][CH2:18]1.[Cl-:11].[Cl:37][CH2:38][Cl:39].[O:1]1[CH2:2][O:3][c:4]2[c:5]1[cH:6][cH:7][c:8]([OH:10])[cH:9]2>>[O:1]1[CH2:2][O:3][c:4]2[c:5]1[cH:6][c:7]([C:23]1([OH:30])[C:22](=[O:31])[N:21]([CH2:20][CH2:19][CH:16]3[CH2:17][CH2:18]3)[c:29]3[c:24]1[cH:25][cH:26][cH:27][cH:28]3)[c:8]([OH:10])[cH:9]2. Starting materials: C(=O)(C(F)(F)F)O (TFA), C(C)(C)S(=O)(=O)C=1C=CC(=NC1)C=1C=C(C(=NC1)NC(OC(C)(C)C)=O)C1=CC(=NO1)C1=CC=C(C=C1)CNC (tert-butyl N-[5-(5-isopropylsulfonyl-2-pyridyl)-3-[3-[4-(methylaminomethyl)phenyl]isoxazol-5-yl]-2-pyridyl]carbamate). Solvent: C(Cl)Cl (DCM). Run at time 8 hour. Product: C(C)(C)S(=O)(=O)C=1C=CC(=NC1)C=1C=C(C(=NC1)N)C1=CC(=NO1)C1=CC=C(C=C1)CNC (5-(5-Isopropylsulfonyl-2-pyridyl)-3-[3-[4-(methylaminomethyl)phenyl]isoxazol-5-yl]pyridin-2-amine). Yield: 34.7%. As a reaction SMILES: C(O)(C(F)(F)F)=O.[CH:8]([S:11]([C:14]1[CH:15]=[CH:16][C:17]([C:20]2[CH:21]=[C:22]([C:34]3[O:38][N:37]=[C:36]([C:39]4[CH:44]=[CH:43][C:42]([CH2:45][NH:46][CH3:47])=[CH:41][CH:40]=4)[CH:35]=3)[C:23]([NH:26]C(=O)OC(C)(C)C)=[N:24][CH:25]=2)=[N:18][CH:19]=1)(=[O:13])=[O:12])([CH3:10])[CH3:9]>C(Cl)Cl>[CH:8]([S:11]([C:14]1[CH:15]=[CH:16][C:17]([C:20]2[CH:21]=[C:22]([C:34]3[O:38][N:37]=[C:36]([C:39]4[CH:40]=[CH:41][C:42]([CH2:45][NH:46][CH3:47])=[CH:43][CH:44]=4)[CH:35]=3)[C:23]([NH2:26])=[N:24][CH:25]=2)=[N:18][CH:19]=1)(=[O:12])=[O:13])([CH3:10])[CH3:9]. Reported procedure: TFA (1 mL, 12.98 mmol) was added to a stirred suspension of tert-butyl N-[5-(5-isopropylsulfonyl-2-pyridyl)-3-[3-[4-(methylaminomethyl)phenyl]isoxazol-5-yl]-2-pyridyl]carbamate (105 mg, 0.1863 mmol) in DCM (5 mL) and the reaction stirred at ambient temperature overnight. The solvent was removed in vacuo and the residue azeotroped with DCM (×2) and ether (×2). The reaction mixture was passed through a 2 g SCX-2 cartridge and washed with MeOH/DCM. The product was eluted by washing the cartridge wi... Reaction SMILES: [CH2:1]([Li:2])[CH2:3][CH2:4][CH3:5].[CH2:29]1[O:30][CH2:31][CH2:32][CH2:33]1.[F:17][S:18](=[O:19])(=[O:20])[c:21]1[n:22][n:23][c:24]([O:27][CH3:28])[cH:25][cH:26]1.[F:6][c:7]1[cH:8][cH:9][c:10]2[c:11]([c:12]([CH3:15])[cH:13][o:14]2)[cH:16]1>>[F:6][c:7]1[cH:8][cH:9][c:10]2[c:11]([c:12]([CH3:15])[c:13]([S:18](=[O:19])(=[O:20])[c:21]3[n:22][n:23][c:24]([O:27][CH3:28])[cH:25][cH:26]3)[o:14]2)[cH:16]1. Product: COc1ccc(S(=O)(=O)c2oc3ccc(F)cc3c2C)nn1. The reactants are [Li]CCCC, C1CCOC1, COc1ccc(S(=O)(=O)F)nn1, Cc1coc2ccc(F)cc12.